From a dataset of the Open Reaction Database (ORD), a public repository of structured organic reaction records. describe an organic reaction: reactants, conditions, products, and yield The reactants are N#Cc1ccc(Br)cc1, O=C([O-])[O-], O=C([O-])[O-], CCCc1cnc(N2CCC(Oc3cc[nH]c(=O)c3)CC2)nc1, CC(C)OC(=O)N1CCC(OS(C)(=O)=O)CC1, [Cs+], [Cs+], [Cu]I, Cc1cc(S(C)(=O)=O)ccc1F, [K+], [K+], Oc1cccc2cccnc12. Product: CCCc1cnc(N2CCC(Oc3ccn(-c4ccc(S(C)(=O)=O)cc4C)c(=O)c3)CC2)nc1. Reaction SMILES: [Br:53][c:54]1[cH:55][cH:56][c:57]([C:58]#[N:59])[cH:60][cH:61]1.[C:62](=[O:63])([O-:64])[O-:65].[C:79](=[O:80])([O-:81])[O-:82].[CH2:1]([CH2:2][CH3:3])[c:4]1[cH:5][n:6][c:7]([N:10]2[CH2:11][CH2:12][CH:13]([O:16][c:17]3[cH:18][c:19](=[O:23])[nH:20][cH:21][cH:22]3)[CH2:14][CH2:15]2)[n:8][cH:9]1.[CH3:24][S:25]([O:26][CH:27]1[CH2:28][CH2:29][N:30]([C:31]([O:32][CH:33]([CH3:34])[CH3:35])=[O:36])[CH2:37][CH2:38]1)(=[O:39])=[O:40].[Cs+:83].[Cs+:84].[Cu:85][I:86].[F:41][c:42]1[c:43]([CH3:52])[cH:44][c:45]([S:48](=[O:49])(=[O:50])[CH3:51])[cH:46][cH:47]1.[K+:66].[K+:67].[OH:68][c:69]1[c:70]2[c:71]([cH:72][cH:73][cH:74][n:75]2)[cH:76][cH:77][cH:78]1>>[CH2:1]([CH2:2][CH3:3])[c:4]1[cH:5][n:6][c:7]([N:10]2[CH2:11][CH2:12][CH:13]([O:16][c:17]3[cH:18][c:19](=[O:23])[n:20](-[c:42]4[c:43]([CH3:52])[cH:44][c:45]([S:48](=[O:49])(=[O:50])[CH3:51])[cH:46][cH:47]4)[cH:21][cH:22]3)[CH2:14][CH2:15]2)[n:8][cH:9]1. Starting materials: FC(C(CC(=O)OCC)=O)(F)F (ethyl 4,4,4-trifluoroacetoacetate), C(OCC)([O-])[O-] (ethyl orthoformate), C(C)(=O)OC(C)=O (acetic anhydride), BrCC(=O)C1=CC(=C(C=C1)Cl)Cl (2-Bromo-1-(3,4-dichlorophenyl)ethanone), NNC(=S)N (thiosemicarbazide). Solvent: C(C)O (Ethanol). Reaction conditions: time 2.5 hour. The product is ClC=1C=C(C=CC1Cl)C=1N=C(SC1)N1N=CC(=C1C(F)(F)F)C(=O)OCC (ethyl 1-[4-(3,4-dichlorophenyl)-1,3-thiazol-2-yl]-5-(trifluoromethyl)-1H-pyrazole-4-carboxylate). Yield: 72.3%. Reaction SMILES: [F:1][C:2]([F:12])([F:11])[C:3](=O)[CH2:4][C:5]([O:7][CH2:8][CH3:9])=[O:6].[CH:13]([O-])([O-])OCC.C(OC(=O)C)(=O)C.[NH2:26][NH:27][C:28]([NH2:30])=[S:29].Br[CH2:32][C:33]([C:35]1[CH:40]=[CH:39][C:38]([Cl:41])=[C:37]([Cl:42])[CH:36]=1)=O>C(O)C>[Cl:42][C:37]1[CH:36]=[C:35]([C:33]2[N:30]=[C:28]([N:27]3[C:3]([C:2]([F:12])([F:11])[F:1])=[C:4]([C:5]([O:7][CH2:8][CH3:9])=[O:6])[CH:13]=[N:26]3)[S:29][CH:32]=2)[CH:40]=[CH:39][C:38]=1[Cl:41]. Procedure details: A mixture of ethyl 4,4,4-trifluoroacetoacetate (3.59 g, 19.5 mmol), ethyl orthoformate (4.49 mL, 27 mmol) and acetic anhydride (5.10 mL, 54 mmol) was heated under reflux for 3.5 hr, and the mixture was concentrated under reduced pressure. Ethanol (50 mL) and thiosemicarbazide (1.37 g, 15 mmol) were added, and the reaction mixture was stirred at room temperature for 2.5 hr. 2-Bromo-1-(3,4-dichlorophenyl)ethanone (4.02 g, 15 mmol) was added, and the mixture was stirred at 80° C. for 30 min, cooled... The reactants are COC(C1=C(C(=CC(=C1)C)C)NS(=O)(=O)C1=CC=C(C=C1)OC)=O (2-(4-Methoxy-benzenesulfonylamino)-3,5-dimethyl-benzoic acid methyl ester), BrC1=C(CBr)C=CC=C1 (2-bromobenzyl bromide). Run in CCOCC (ether). Product: COC(C1=C(C(=CC(=C1)C)C)N(S(=O)(=O)C1=CC=C(C=C1)OC)CC1=C(C=CC=C1)Br)=O (2-[(2-Bromo-benzyl)-(4-methoxy-benzenesulfonyl)-amino]-3,5-dimethyl-benzoic acid methyl ester). Yield: 73.4%. RXN SMILES: [CH3:1][O:2][C:3](=[O:24])[C:4]1[CH:9]=[C:8]([CH3:10])[CH:7]=[C:6]([CH3:11])[C:5]=1[NH:12][S:13]([C:16]1[CH:21]=[CH:20][C:19]([O:22][CH3:23])=[CH:18][CH:17]=1)(=[O:15])=[O:14].[Br:25][C:26]1[CH:33]=[CH:32][CH:31]=[CH:30][C:27]=1[CH2:28]Br>CCOCC>[CH3:1][O:2][C:3](=[O:24])[C:4]1[CH:9]=[C:8]([CH3:10])[CH:7]=[C:6]([CH3:11])[C:5]=1[N:12]([CH2:28][C:27]1[CH:30]=[CH:31][CH:32]=[CH:33][C:26]=1[Br:25])[S:13]([C:16]1[CH:21]=[CH:20][C:19]([O:22][CH3:23])=[CH:18][CH:17]=1)(=[O:15])=[O:14]. Reported procedure: In the same manner as described in Example 9, 0.699 g (2.0 mmol) of the product of Example 62 and 0.6 g (2.4 mmol) of 2-bromobenzyl bromide provided 0.761 g (73%) of the desired product as a white solid after trituration with ether. Electrospray Mass Spec 518.1(M+H). Reactants: Cc1ccccc1, CCCCNC(=O)CCl, c1ccc(P(c2ccccc2)c2ccccc2)cc1. Product: [Cl-], CCCCNC(=O)C[P+](c1ccccc1)(c1ccccc1)c1ccccc1. RXN SMILES: [CH3:29][c:30]1[cH:31][cH:32][cH:33][cH:34][cH:35]1.[Cl:20][CH2:21][C:22](=[O:23])[NH:24][CH2:25][CH2:26][CH2:27][CH3:28].[c:1]1([P:7]([c:8]2[cH:9][cH:10][cH:11][cH:12][cH:13]2)[c:14]2[cH:15][cH:16][cH:17][cH:18][cH:19]2)[cH:2][cH:3][cH:4][cH:5][cH:6]1>>[Cl-:20].[c:1]1([P+:7]([c:8]2[cH:9][cH:10][cH:11][cH:12][cH:13]2)([c:14]2[cH:15][cH:16][cH:17][cH:18][cH:19]2)[CH2:21][C:22](=[O:23])[NH:24][CH2:25][CH2:26][CH2:27][CH3:28])[cH:2][cH:3][cH:4][cH:5][cH:6]1.